Dataset: the Open Reaction Database (ORD), a public repository of structured organic reaction records. Task: describe an organic reaction: reactants, conditions, products, and yield Reactants: Cl[SiH]1CCC(CC1)[C@@H]1CC[C@H](CC1)CCC1=CC(=C(C=C1)F)F (1-chloro-4-(trans-4-(2-(3,4-difluorophenyl) ethyl) cyclohexyl)-1-silacyclohexane). The solvent is C1CCOC1 (THF). Yields the product FC=1C=C(C=CC1F)CC[C@@H]1CC[C@H](CC1)[C@@H]1CC[Si@H](CC1)CCC(C)C (trans-4-(trans-4-(2-(3,4-difluorophenyl) ethyl) cyclohexyl)-1-(3-methylbutyl)-1-silacyclohexane). Isolated yield 176.7%. Reaction SMILES: Cl[SiH:2]1[CH2:7][CH2:6][CH:5]([C@H:8]2[CH2:13][CH2:12][C@H:11]([CH2:14][CH2:15][C:16]3[CH:21]=[CH:20][C:19]([F:22])=[C:18]([F:23])[CH:17]=3)[CH2:10][CH2:9]2)[CH2:4][CH2:3]1>C1COCC1>[F:23][C:18]1[CH:17]=[C:16]([CH2:15][CH2:14][C@H:11]2[CH2:12][CH2:13][C@H:8]([C@H:5]3[CH2:6][CH2:7][Si@H:2]([CH2:3][CH2:4][CH:5]([CH3:8])[CH3:6])[CH2:3][CH2:4]3)[CH2:9][CH2:10]2)[CH:21]=[CH:20][C:19]=1[F:22]. Reported procedure: 3.0 g (20 mmol) of 3-methylbutyl bromide was dripped into a mixture of 0. 5 g (21 mmol) of magnesium and 50 ml of THF to obtain a Grignard's reagent. This solution was then dripped into a 50 ml THF solution of 7.1 g of 1-chloro-4-(trans-4-(2-(3,4-difluorophenyl) ethyl) cyclohexyl)-1-silacyclohexane. The silacyclohexane rings of the reacted mixture thus obtained were a mixture of trans isomers and cis isomers. After a conventional after treatment, they were separated by means of chromatography to... Starting materials: O=C([O-])[O-], C1COCCN1, CS(C)=O, CC(C)OC(=O)N1CCC(Oc2ncnc(Nc3ccc(I)cc3F)c2C#N)CC1, [Cu]I, [K+], [K+], O=C(O)C1CCCN1. The product is CC(C)OC(=O)N1CCC(Oc2ncnc(Nc3ccc(N4CCOCC4)cc3F)c2C#N)CC1. Reaction SMILES: [C:45](=[O:46])([O-:47])[O-:48].[CH2:31]1[CH2:32][O:33][CH2:34][CH2:35][NH:36]1.[CH3:51][S:52]([CH3:53])=[O:54].[CH:1]([CH3:2])([CH3:3])[O:4][C:5](=[O:6])[N:7]1[CH2:8][CH2:9][CH:10]([O:13][c:14]2[n:15][cH:16][n:17][c:18]([NH:22][c:23]3[c:24]([F:30])[cH:25][c:26]([I:29])[cH:27][cH:28]3)[c:19]2[C:20]#[N:21])[CH2:11][CH2:12]1.[Cu:55][I:56].[K+:49].[K+:50].[OH:37][C:38]([CH:39]1[NH:40][CH2:41][CH2:42][CH2:43]1)=[O:44]>>[CH:1]([CH3:2])([CH3:3])[O:4][C:5](=[O:6])[N:7]1[CH2:8][CH2:9][CH:10]([O:13][c:14]2[n:15][cH:16][n:17][c:18]([NH:22][c:23]3[c:24]([F:30])[cH:25][c:26]([N:36]4[CH2:31][CH2:32][O:33][CH2:34][CH2:35]4)[cH:27][cH:28]3)[c:19]2[C:20]#[N:21])[CH2:11][CH2:12]1. Starting materials: C(C=C)(=O)OCC1=CC=CC=C1 (benzyl acrylate), BrC1=CC=2C=3N(C(NC2C=C1)=O)C(N(N3)C3=CC=C(C=C3)C)=O (9-Bromo-2-(4-methylphenyl)-2,6-dihydro[1,2,4]triazolo[4,3-c]quinazoline-3,5-dione), C1(=CC=CC=C1)P(C1=CC=CC=C1)C1=CC=CC=C1 (triphenylphosphine). The reagents and catalysts are CC(=O)[O-].CC(=O)[O-].[Pd+2] (Pd(OAc)2). Solvent: CN(C)C=O (DMF), CCN(CC)CC (NEt3). Reaction conditions: temperature 120 celsius, time 15 hour. Product: CC1=CC=C(C=C1)N1N=C2N(C(NC=3C=CC(=CC23)/C=C/C(=O)OCC2=CC=CC=C2)=O)C1=O (Benzyl (2E)-3-[2-(4-methylphenyl)-3,5-dioxo-2,6-dihydro[1,2,4]triazolo[4,3-c]quinazolin-9-yl]acrylate). Yield: 46.8%. RXN SMILES: [C:1]([O:5][CH2:6][C:7]1[CH:12]=[CH:11][CH:10]=[CH:9][CH:8]=1)(=[O:4])[CH:2]=[CH2:3].Br[C:14]1[CH:23]=[CH:22][C:21]2[NH:20][C:19](=[O:24])[N:18]3[C:25](=[O:35])[N:26]([C:28]4[CH:33]=[CH:32][C:31]([CH3:34])=[CH:30][CH:29]=4)[N:27]=[C:17]3[C:16]=2[CH:15]=1.C1(P(C2C=CC=CC=2)C2C=CC=CC=2)C=CC=CC=1>CN(C=O)C.CCN(CC)CC.CC([O-])=O.CC([O-])=O.[Pd+2]>[CH3:34][C:31]1[CH:32]=[CH:33][C:28]([N:26]2[C:25](=[O:35])[N:18]3[C:19](=[O:24])[NH:20][C:21]4[CH:22]=[CH:23][C:14](/[CH:3]=[CH:2]/[C:1]([O:5][CH2:6][C:7]5[CH:12]=[CH:11][CH:10]=[CH:9][CH:8]=5)=[O:4])=[CH:15][C:16]=4[C:17]3=[N:27]2)=[CH:29][CH:30]=1 |f:5.6.7|. Procedure: To a stirred solution of benzyl acrylate (44 μg, 0.274 mmol) and 8a (50.6 mg, 0.137 mmol) in a mixture of 8 mL of DMF and 4 mL of NEt3, was added Pd(OAc)2 (3.06 mg, 13.7 mmol) and triphenylphosphine (7.14 mg, 27.4 μmol) in a seal tube. The tube was sealed under argon and the mixture was stirred at 120° C. for 15 h. The mixture was cooled and concentrated to dryness in vacuo and the crude product was precipitated from acetone to give 17 as a white solid (29 mg, 47%). mp: 242° C. The reactants are C1CCOC1, [K+], [K+], O=C(Cl)c1cccc([N+](=O)[O-])c1, Nc1ccccc1, [Na+], [Na+], O=C([O-])[O-], O, O=S([O-])S(=O)[O-], O=S1(=O)CCCC1, c1c[nH]nn1, O=[N+]([O-])c1cccc(-c2ncco2)c1. RXN SMILES: [CH2:60]1[O:61][CH2:62][CH2:63][CH2:64]1.[K+:18].[K+:19].[N+:1]([c:2]1[cH:3][c:4]([C:8]([Cl:9])=[O:10])[cH:5][cH:6][cH:7]1)([O-:11])=[O:12].[NH2:38][c:39]1[cH:40][cH:41][cH:42][cH:43][cH:44]1.[Na+:51].[Na+:52].[O-:20][C:21]([O-:22])=[O:23].[OH2:65].[S:45]([S:46]([O-:47])=[O:48])([O-:49])=[O:50].[S:53]1(=[O:58])(=[O:59])[CH2:54][CH2:55][CH2:56][CH2:57]1.[nH:13]1[cH:14][cH:15][n:16][n:17]1.[o:24]1[c:25](-[c:29]2[cH:30][c:31]([N+:35]([O-:36])=[O:37])[cH:32][cH:33][cH:34]2)[n:26][cH:27][cH:28]1>>[o:24]1[c:25](-[c:29]2[cH:30][c:31]([NH2:35])[cH:32][cH:33][cH:34]2)[n:26][cH:27][cH:28]1. Yields the product Nc1cccc(-c2ncco2)c1. The reactants are C[O-].[Na+] (sodium methylate), Cl (hydrochloric acid), C(CCCCCCC)C1=CC=C(C=C1)C(=O)CC1=CC=CC=C1 (4-n-octyldeoxybenzoin), BrBr (bromine). Solvent: C(C)O (ethanol), ClC(C(F)(Cl)Cl)(F)F (1,2,2-trichloro-1,1,2-trifluoroethane), C(C)O (ethanol). Reaction conditions: temperature 35 celsius, time 15 hour. The product is C(CCCCCCC)C1=CC=C(C=C1)C(=O)C(O)C1=CC=CC=C1 (4-n-octylbenzoin). Isolated yield 90.9%. As a reaction SMILES: [CH2:1]([C:9]1[CH:14]=[CH:13][C:12]([C:15]([CH2:17][C:18]2[CH:23]=[CH:22][CH:21]=[CH:20][CH:19]=2)=[O:16])=[CH:11][CH:10]=1)[CH2:2][CH2:3][CH2:4][CH2:5][CH2:6][CH2:7][CH3:8].BrBr.C[O-:27].[Na+].Cl>ClC(F)(F)C(Cl)(Cl)F.C(O)C>[CH2:1]([C:9]1[CH:10]=[CH:11][C:12]([C:15]([CH:17]([C:18]2[CH:23]=[CH:22][CH:21]=[CH:20][CH:19]=2)[OH:27])=[O:16])=[CH:13][CH:14]=1)[CH2:2][CH2:3][CH2:4][CH2:5][CH2:6][CH2:7][CH3:8] |f:2.3|. Procedure: 120 g (0.35 mole) of 4-n-octyldeoxybenzoin are dissolved in 500 ml of 1,2,2-trichloro-1,1,2-trifluoroethane. 16 ml (56 g, 0.35 mole) of bromine are added dropwise in the course of one hour, while irradiating with UV light, so that the solution is continuously decolorized. Thereafter, the reaction solution is heated at the boil for one hour, and thin layer chromatography is used to check for complete conversion. The solvent is completely stripped off, 140 g of crude product being obtained as the ... The reactants are N([C@@H](C(C)C)C(=O)N[C@@H](C(C)C)C(=O)N([C@@H](C(C)C)C(=O)N1[C@H](C(=O)O)CCC1)C)C(=O)OCC1=CC=CC=C1 (Z-Val-Val-MeVal-Pro-OH), N1[C@H](C(=O)N[C@@H](C(C)C)C(=O)N[C@@H](CC2=CC=CC=C2)C(=O)N)CCC1 (H-Pro-Val-Phe-NH2), CN1CCOCC1 (N-methylmorpholine), C=1C=CC2=C(C1)N=NN2O (HOBt), CCN=C=NCCCN(C)C (EDCI). Solvent: ClCCl (dichloromethane). Run at temperature 0 celsius, time 8 hour. Product: N([C@@H](C(C)C)C(=O)N[C@@H](C(C)C)C(=O)N([C@@H](C(C)C)C(=O)N1[C@H](C(=O)N2[C@H](C(=O)N[C@@H](C(C)C)C(=O)N[C@@H](CC3=CC=CC=C3)C(=O)N)CCC2)CCC1)C)C(=O)OCC1=CC=CC=C1 (Z-Val-Val-MeVal-Pro-Pro-Val-Phe-NH2). Isolated yield 84.5%. RXN SMILES: [NH:1]([C:31]([O:33][CH2:34][C:35]1[CH:40]=[CH:39][CH:38]=[CH:37][CH:36]=1)=[O:32])[C@H:2]([C:6]([NH:8][C@H:9]([C:13]([N:15]([CH3:30])[C@H:16]([C:20]([N:22]1[CH2:29][CH2:28][CH2:27][C@H:23]1[C:24](O)=[O:25])=[O:21])[CH:17]([CH3:19])[CH3:18])=[O:14])[CH:10]([CH3:12])[CH3:11])=[O:7])[CH:3]([CH3:5])[CH3:4].[NH:41]1[CH2:66][CH2:65][CH2:64][C@H:42]1[C:43]([NH:45][C@H:46]([C:50]([NH:52][C@H:53]([C:61]([NH2:63])=[O:62])[CH2:54][C:55]1[CH:60]=[CH:59][CH:58]=[CH:57][CH:56]=1)=[O:51])[CH:47]([CH3:49])[CH3:48])=[O:44].CN1CCOCC1.C1C=CC2N(O)N=NC=2C=1.CCN=C=NCCCN(C)C>ClCCl>[NH:1]([C:31]([O:33][CH2:34][C:35]1[CH:40]=[CH:39][CH:38]=[CH:37][CH:36]=1)=[O:32])[C@H:2]([C:6]([NH:8][C@H:9]([C:13]([N:15]([CH3:30])[C@H:16]([C:20]([N:22]1[CH2:29][CH2:28][CH2:27][C@H:23]1[C:24]([N:41]1[CH2:66][CH2:65][CH2:64][C@H:42]1[C:43]([NH:45][C@H:46]([C:50]([NH:52][C@H:53]([C:61]([NH2:63])=[O:62])[CH2:54][C:55]1[CH:56]=[CH:57][CH:58]=[CH:59][CH:60]=1)=[O:51])[CH:47]([CH3:48])[CH3:49])=[O:44])=[O:25])=[O:21])[CH:17]([CH3:19])[CH3:18])=[O:14])[CH:10]([CH3:11])[CH3:12])=[O:7])[CH:3]([CH3:4])[CH3:5]. Procedure details: 25 g (43.3 mmol) Z-Val-Val-MeVal-Pro-OH and 15.59 g (43.3 mmol) H-Pro-Val-Phe-NH2 were suspended in 430 ml of dry dichloromethane. After cooling to 0° C., 5.81 ml (52 mmol) N-methylmorpholine, 1.97 g (15 mmol) HOBt and 8.33 g (43.3 mmol) EDCI were added and the reaction mixture stirred overnight at room temperature. The solvents were evaporated, the residue dissolved in 640 ml dichloromethane and thoroughly washed with saturated aqueous NaHCO3 solution (4×), water (1×), 5% citric acid (3×) and s... The reactants are ClC1=CC=2C(C=C1)=NC1=C3C2C=C(C=C3N(C=3C=CC=CC13)C)CCCOC(C)=O (acetic acid 3-(3-chloro-8-methyl-8H-quino[4,3,2-kl]acridin-6-yl)-propyl ester), 49, C(C=C)(=O)N1CCOCC1 (4-acryloylmorpholine). The product is N1(CCOCC1)C(/C=C/C1=CC=2C(C=C1)=NC1=C3C2C=C(C=C3N(C=3C=CC=CC13)C)CCCOC(C)=O)=O (Acetic acid 3-[(E)-3-(3-morpholin-4-yl-3-oxo-propenyl)-8-methyl-8H-quino[4,3,2-kl]acridin-6-yl]-propyl ester). The yield is 83.0%. As a reaction SMILES: Cl[C:2]1[CH:7]=[CH:6][C:5]2=[N:8][C:9]3[C:22]4[CH:21]=[CH:20][CH:19]=[CH:18][C:17]=4[N:16]([CH3:23])[C:15]4[C:10]=3[C:11]([CH:12]=[C:13]([CH2:24][CH2:25][CH2:26][O:27][C:28](=[O:30])[CH3:29])[CH:14]=4)=[C:4]2[CH:3]=1.[C:31]([N:35]1[CH2:40][CH2:39][O:38][CH2:37][CH2:36]1)(=[O:34])[CH:32]=[CH2:33]>>[N:35]1([C:31](=[O:34])/[CH:32]=[CH:33]/[C:2]2[CH:7]=[CH:6][C:5]3=[N:8][C:9]4[C:22]5[CH:21]=[CH:20][CH:19]=[CH:18][C:17]=5[N:16]([CH3:23])[C:15]5[C:10]=4[C:11]([CH:12]=[C:13]([CH2:24][CH2:25][CH2:26][O:27][C:28](=[O:30])[CH3:29])[CH:14]=5)=[C:4]3[CH:3]=2)[CH2:40][CH2:39][O:38][CH2:37][CH2:36]1. Procedure details: The general procedure (Method M) applied to acetic acid 3-(3-chloro-8-methyl-8H-quino[4,3,2-kl]acridin-6-yl)-propyl ester, 49 (100 mg, 0.247 mmol) and 4-acryloylmorpholine (70 mg, 63 μL, 2 eq) gave the title compound (104 mg, 0.2 mmol, 83%). Purity was checked by tlc.